From a dataset of the Open Reaction Database (ORD), a public repository of structured organic reaction records. describe an organic reaction: reactants, conditions, products, and yield Starting materials: BrC1=C2C=C(NC2=CC(=C1)F)C(=O)OC (Methyl 4-bromo-6-fluoro-1H-indole-2-carboxylate), C(C=C)(=O)OC (methyl acrylate), Cl (HCl), CC(C)([O-])C.[K+] (potassium t-butoxide), solution. Run in C1(=CC=CC=C1)C.C1CCOC1 (toluene THF), C1CCOC1 (THF). Run at time 2 minute. The product is BrC=1C=2C=C3N(C2C=C(C1)F)CC(C3=O)C(=O)OC ((+/−)-Methyl 8-bromo-6-fluoro-1-oxo-2,3-dihydro-1H-pyrrolo[1,2-a]indole-2-carboxylate). Yield: 81.8%. As a reaction SMILES: [Br:1][C:2]1[CH:10]=[C:9]([F:11])[CH:8]=[C:7]2[C:3]=1[CH:4]=[C:5]([C:12]([O:14]C)=O)[NH:6]2.CC(C)([O-])C.[K+].[C:22]([O:26][CH3:27])(=[O:25])[CH:23]=[CH2:24].Cl>C1COCC1.C1(C)C=CC=CC=1.C1COCC1>[Br:1][C:2]1[C:3]2[CH:4]=[C:5]3[C:12](=[O:14])[CH:23]([C:22]([O:26][CH3:27])=[O:25])[CH2:24][N:6]3[C:7]=2[CH:8]=[C:9]([F:11])[CH:10]=1 |f:1.2,6.7|. Procedure: To a suspension of the indole of Step 4 (4 g, 15 mmol) in a mixture of 10:1 toluene/THF (100 mL) at r.t. was added potassium t-butoxide (15 mL of a 1M solution in THF). The reaction mixture was stirred for 2 minutes and methyl acrylate (2.5 g, 30 mmol) was added. The mixture was stirred at reflux for 5 hours and cooled to r.t. Then 1N HCl was added to acidify to pH 3 and the reaction mixture was extracted with EtOAc and the combined organic layers were concentrated. The residue was swished in Et... The reactants are CC(C)c1ccc(S(=O)(=O)Cl)cc1, NCC(=O)NCC1CCN(Cc2ccc(Cl)cc2)CC1, O=S(=O)(Cl)Cl. Product: CC(C)c1ccc(S(=O)(=O)NCC(=O)NCC2CCN(Cc3ccc(Cl)cc3)CC2)cc1. As a reaction SMILES: [CH:21]([CH3:22])([CH3:23])[c:24]1[cH:25][cH:26][c:27]([S:30](=[O:31])(=[O:32])[Cl:33])[cH:28][cH:29]1.[Cl:1][c:2]1[cH:3][cH:4][c:5]([CH2:6][N:7]2[CH2:8][CH2:9][CH:10]([CH2:13][NH:14][C:15]([CH2:16][NH2:17])=[O:18])[CH2:11][CH2:12]2)[cH:19][cH:20]1.[S:34]([Cl:35])([Cl:36])(=[O:37])=[O:38]>>[Cl:1][c:2]1[cH:3][cH:4][c:5]([CH2:6][N:7]2[CH2:8][CH2:9][CH:10]([CH2:13][NH:14][C:15]([CH2:16][NH:17][S:30]([c:27]3[cH:26][cH:25][c:24]([CH:21]([CH3:22])[CH3:23])[cH:29][cH:28]3)(=[O:31])=[O:32])=[O:18])[CH2:11][CH2:12]2)[cH:19][cH:20]1.